Dataset: the Open Reaction Database (ORD), a public repository of structured organic reaction records. Task: describe an organic reaction: reactants, conditions, products, and yield Reactants: C(=O)(OC(C)(C)C)N(C1CCC(CC1)N(C(=O)C1=C(C2=C(S1)C=CC=C2)Cl)CC=2C=C(C=CC2OC)B(O)O)C (3-{[[4-(BOC-methyl-amino)-cyclohexyl]-(3-chlorobenzo[b]thiophene-2-carbonyl)-amino]-methyl}-4-methoxy-benzene boronic acid), NC1=CC=C(C(=N1)C)Br (6-amino-3-bromo-2-methylpyridine). The product is Cl.Cl.NC1=CC=C(C(=N1)C)C=1C=CC(=C(CN(C(=O)C2=C(C3=C(S2)C=CC=C3)Cl)C3CCC(CC3)NC)C1)OC (3-Chloro-benzo[b]thiophene-2-carboxylic acid [5-(6-amino-2-methyl-pyridin-3-yl)-2-methoxy-benzyl]-(4-methylamino-cyclohexyl)-amide dihydrochloride). Reaction SMILES: [C:1]([N:8](C)[CH:9]1[CH2:14][CH2:13][CH:12]([N:15]([CH2:28][C:29]2[CH:30]=[C:31](B(O)O)[CH:32]=[CH:33][C:34]=2[O:35][CH3:36])[C:16]([C:18]2[S:22][C:21]3[CH:23]=[CH:24][CH:25]=[CH:26][C:20]=3[C:19]=2[Cl:27])=[O:17])[CH2:11][CH2:10]1)(OC(C)(C)C)=O.[NH2:41][C:42]1[N:47]=[C:46]([CH3:48])[C:45](Br)=[CH:44][CH:43]=1>>[ClH:27].[ClH:27].[NH2:41][C:42]1[N:47]=[C:46]([CH3:48])[C:45]([C:31]2[CH:32]=[CH:33][C:34]([O:35][CH3:36])=[C:29]([CH:30]=2)[CH2:28][N:15]([CH:12]2[CH2:13][CH2:14][CH:9]([NH:8][CH3:1])[CH2:10][CH2:11]2)[C:16]([C:18]2[S:22][C:21]3[CH:23]=[CH:24][CH:25]=[CH:26][C:20]=3[C:19]=2[Cl:27])=[O:17])=[CH:44][CH:43]=1 |f:2.3.4|. Procedure details: The title compound was prepared from boronic acid (5) (25 mg, 43 μmol) and 6-amino-3-bromo-2-methylpyridine (6.6 mg, 41 μmol) in accordance with Method L2. Starting materials: ClC1=NC=C(C(=C1)N1C(C=C(C=C1C)O)=O)C (2′-chloro-4-hydroxy-6,5′-dimethyl-[1,4′]bipyridinyl-2-one), COC1=CC=C(CCl)C=C1 (4-methoxybenzylchloride), C([O-])([O-])=O.[K+].[K+] (potassium carbonate), C(C)(=O)OCC.CCCCCCC (ethyl acetate heptane). Reagents/catalysts: C1COCCOCCOCCOCCOCCO1 (18-crown-6). The solvent is CN(C=O)C (N,N-dimethylformamide). Reaction conditions: temperature 60 celsius, time 18 hour. Product: ClC1=NC=C(C(=C1)N1C(C=C(C=C1C)OCC1=CC=C(C=C1)OC)=O)C (2′-chloro-4-((4-methoxybenzyl)oxy)-5′,6-dimethyl-2H-[1,4′-bipyridin]-2-one). RXN SMILES: [Cl:1][C:2]1[CH:7]=[C:6]([N:8]2[C:13]([CH3:14])=[CH:12][C:11]([OH:15])=[CH:10][C:9]2=[O:16])[C:5]([CH3:17])=[CH:4][N:3]=1.[CH3:18][O:19][C:20]1[CH:27]=[CH:26][C:23]([CH2:24]Cl)=[CH:22][CH:21]=1.C(=O)([O-])[O-].[K+].[K+].C(OCC)(=O)C.CCCCCCC>CN(C)C=O.C1OCCOCCOCCOCCOCCOC1>[Cl:1][C:2]1[CH:7]=[C:6]([N:8]2[C:13]([CH3:14])=[CH:12][C:11]([O:15][CH2:24][C:23]3[CH:26]=[CH:27][C:20]([O:19][CH3:18])=[CH:21][CH:22]=3)=[CH:10][C:9]2=[O:16])[C:5]([CH3:17])=[CH:4][N:3]=1 |f:2.3.4,5.6|. Procedure: To a solution of 2′-chloro-4-hydroxy-6,5′-dimethyl-[1,4′]bipyridinyl-2-one of part A (6.0 g, 20.1 mmol) in N,N-dimethylformamide (20 mL) was added 4-methoxybenzylchloride (2.73 mL, 20.1 mmol), potassium carbonate (6.93 g, 50.2 mmol) and 18-crown-6 (100 mg). The slurry was heated at 60° C. for 3 h and was stirred at ambient temperature for 18 h. The reaction mixture was partitioned between ethyl acetate and water. The organic layer was washed with water and brine and dried over magnesium sulfate.... The reactants are ClC1=CC=CC2=C1C(=CO2)COC2=C1C=C(NC1=CC=C2)C(=O)O (4-(4-chloro-benzofuran-3-ylmethoxy)-1H-indole-2-carboxylic acid), Cl.Cl.Cl.[C@H]1(CCCN2CCCC[C@H]12)CN1CCC(CC1)N (1-[(1S,9aR)-1-(Octahydro-quinolizin-1-yl)methyl]-piperidin-4-ylamine trihydrochloride). Product: Cl.Cl.[C@H]1(CCCN2CCCC[C@H]12)CN1CCC(CC1)NC(=O)C=1NC2=CC=CC(=C2C1)OCC1=COC2=C1C(=CC=C2)Cl (4-(4-Chloro-benzofuran-3-ylmethoxy)-1H-indole-2-carboxylic acid {1-[(1S,9aR)-1-(octahydro-quinolizin-1-yl)methyl]-piperidin-4-yl}-amide dihydrochloride). RXN SMILES: [Cl:1][C:2]1[C:7]2[C:8]([CH2:11][O:12][C:13]3[CH:21]=[CH:20][CH:19]=[C:18]4[C:14]=3[CH:15]=[C:16]([C:22]([OH:24])=O)[NH:17]4)=[CH:9][O:10][C:6]=2[CH:5]=[CH:4][CH:3]=1.[ClH:25].Cl.Cl.[C@H:28]1([CH2:38][N:39]2[CH2:44][CH2:43][CH:42]([NH2:45])[CH2:41][CH2:40]2)[C@@H:37]2[N:32]([CH2:33][CH2:34][CH2:35][CH2:36]2)[CH2:31][CH2:30][CH2:29]1>>[ClH:1].[ClH:25].[C@H:28]1([CH2:38][N:39]2[CH2:44][CH2:43][CH:42]([NH:45][C:22]([C:16]3[NH:17][C:18]4[C:14]([CH:15]=3)=[C:13]([O:12][CH2:11][C:8]3[C:7]5[C:2]([Cl:1])=[CH:3][CH:4]=[CH:5][C:6]=5[O:10][CH:9]=3)[CH:21]=[CH:20][CH:19]=4)=[O:24])[CH2:41][CH2:40]2)[C@@H:37]2[N:32]([CH2:33][CH2:34][CH2:35][CH2:36]2)[CH2:31][CH2:30][CH2:29]1 |f:1.2.3.4,5.6.7|. Procedure: This compound is synthesized from 4-(4-chloro-benzofuran-3-ylmethoxy)-1H-indole-2-carboxylic acid (118) (preparation see below) and amine 61 analogously to the method described in example 1. Starting materials: [Zn] (Zn), CC(=O)N(CCCCCNC(=O)CCC(=O)N(CCCCCNC(=O)CCC(=O)N(CCCCCN)O)O)O.CS(=O)(=O)O (Desferal). Product: [Zn].CC(=O)N(CCCCCNC(=O)CCC(=O)N(CCCCCNC(=O)CCC(=O)N(CCCCCN)O)O)O.CS(=O)(=O)O (Zn Desferal). As a reaction SMILES: [Zn:1].[CH3:2][C:3]([N:5]([OH:40])[CH2:6][CH2:7][CH2:8][CH2:9][CH2:10][NH:11][C:12]([CH2:14][CH2:15][C:16]([N:18]([OH:39])[CH2:19][CH2:20][CH2:21][CH2:22][CH2:23][NH:24][C:25]([CH2:27][CH2:28][C:29]([N:31]([OH:38])[CH2:32][CH2:33][CH2:34][CH2:35][CH2:36][NH2:37])=[O:30])=[O:26])=[O:17])=[O:13])=[O:4].[CH3:41][S:42]([OH:45])(=[O:44])=[O:43]>>[Zn:1].[CH3:2][C:3]([N:5]([OH:40])[CH2:6][CH2:7][CH2:8][CH2:9][CH2:10][NH:11][C:12]([CH2:14][CH2:15][C:16]([N:18]([OH:39])[CH2:19][CH2:20][CH2:21][CH2:22][CH2:23][NH:24][C:25]([CH2:27][CH2:28][C:29]([N:31]([OH:38])[CH2:32][CH2:33][CH2:34][CH2:35][CH2:36][NH2:37])=[O:30])=[O:26])=[O:17])=[O:13])=[O:4].[CH3:41][S:42]([OH:45])(=[O:44])=[O:43] |f:1.2,3.4.5|. Reported procedure: 10 mM solution of Desferal (Ciba Geigy, Basle) is mixed with an equal volume of 6 mM of ZnCL2 (A. R. Aldrich Chemical Co., Inc.) solution, titrated to pH 7.4. The mixture is heated for 30 min. to 45° C., and cooled and the complex Zn/Desferrioxamine B is formed. The ratio Zn:Desferal is 0.6:1.0. The reactants are S(=O)(Cl)Cl (thionyl chloride), CC1=NNC(=N1)C (3,5-dimethyl-1,2,4-triazole), C=O (formaldehyde), ClCN1N=C(N=C1C)C (1-chloromethyl-3,5-dimethyl-1,2,4-triazole), OC1=C(C=C(C2=CC=CC=C12)O)C(=O)NCCCOC1=C(C=C(C=C1)C(C)(C)CC)C(C)(C)CC (1,4-dihydroxy-N-[γ-(2,4-di-tert-amylphenoxy)propyl]-2-naphthamide), [O-]CC.[Na+] (sodium ethoxide). Procedure details: 1-Hydroxymethyl-3,5-dimethyl-1,2,4-triazole which was prepared from 3,5-dimethyl-1,2,4-triazole and formaldehyde was reacted with 1.5 to 5 times on a molar basis of thionyl chloride to prepare 1-chloromethyl-3,5-dimethyl-1,2,4-triazole. This was reacted with an equimolar amount of 1,4-dihydroxy-N-[γ-(2,4-di-tert-amylphenoxy)propyl]-2-naphthamide in DMF in the presence of 1.5 to 3 times on a molar basis of sodium ethoxide to obtain Coupler (36). As a reaction SMILES: [CH3:1][C:2]1[N:6]=[C:5]([CH3:7])[NH:4][N:3]=1.C=O.S(Cl)(Cl)=O.ClCN1C(C)=NC(C)=N1.[OH:23][C:24]1C2C(=CC=CC=2)C(O)=CC=1C(NCCCOC1C=CC(C(CC)(C)C)=CC=1C(CC)(C)C)=O.[O-]CC.[Na+]>CN(C=O)C>[OH:23][CH2:24][N:3]1[C:2]([CH3:1])=[N:6][C:5]([CH3:7])=[N:4]1 |f:5.6|. The solvent is CN(C)C=O (DMF). The product is OCN1N=C(N=C1C)C (1-Hydroxymethyl-3,5-dimethyl-1,2,4-triazole), ( 36 ).